This data is from the Open Reaction Database (ORD), a public repository of structured organic reaction records. The task is: describe an organic reaction: reactants, conditions, products, and yield Starting materials: N[C@@H]([C@H](O)C)C(=O)OCC[C@H](NC(C(F)(F)F)=O)C(=O)O (O-L-threonyl-N-trifluoroacetyl-L-homoserine), ClCC(=O)O (chloroacetic acid), N(=O)[O-].[Na+] (sodium nitrite). Solvent: O (water). Conditions: time 15 minute. Yields the product [N+](=[N-])=C(C(=O)OCC[C@H](N)C(=O)O)[C@@H](C)O (O-[2-diazo-3(R)-hydroxy-1-oxobutyl]-L-homoserine). The yield is 4.8%. Reaction SMILES: [NH2:1][C@H:2]([C:6]([O:8][CH2:9][CH2:10][C@@H:11]([C:19]([OH:21])=[O:20])[NH:12]C(=O)C(F)(F)F)=[O:7])[C@@H:3]([CH3:5])[OH:4].ClCC(O)=O.[N:27]([O-])=O.[Na+]>O>[N+:1](=[C:2]([C@H:3]([OH:4])[CH3:5])[C:6]([O:8][CH2:9][CH2:10][C@@H:11]([C:19]([OH:21])=[O:20])[NH2:12])=[O:7])=[N-:27] |f:2.3|. Procedure details: To a solution of O-L-threonyl-N-trifluoroacetyl-L-homoserine (800 mg) and 4M aqueous chloroacetic acid (100 μl) in water (10 ml) was added sodium nitrite (345 mg) at room temperature. After stirring for 15 minutes at room temperature, the reaction mixture was neutrized with 2M tris buffer solution to pH 7.0 to 7.3 and then Acylase I (acylase, Sigma A-7264, made by Sigma Chemicals) (100 mg) was added. The mixture was stirred for 5 hours at 35° C. and chromatographed on carbon (50 ml) eluting succ...